Dataset: the Open Reaction Database (ORD), a public repository of structured organic reaction records. Task: describe an organic reaction: reactants, conditions, products, and yield Starting materials: 2-lodo-5-methoxypyridine, ClC=1N=NC(=CC1)C(F)(F)F (3-Chloro-6-trifluormethyl-pyridazine), CC1(OB(OC1(C)C)C=1C=C2CCN(C2=CC1)S(=O)(=O)C1=CC=C(C#N)C=C1)C (4-[5-(4,4,5,5-Tetramethyl-[1,3,2]dioxaborolan-2-yl)-2,3-dihydro-indole-1-sulfonyl]-benzonitrile), C([O-])([O-])=O.[Cs+].[Cs+] (cesium carbonate), [B-](F)(F)(F)F.CC(C)(C)[PH+](C(C)(C)C)C(C)(C)C (fluoroboric acid tri-tert-butylphosphine adduct). The solvent is O1CCCC1 (tetrahydrofuran), C(C)(=O)OCC (ethyl acetate). Run at temperature 80 celsius. Product: FC(C1=CC=C(N=N1)C=1C=C2CCN(C2=CC1)S(=O)(=O)C1=CC=C(C#N)C=C1)(F)F (4-[5-(6-Trifluoromethyl-pyridazin-3-yl)-2,3-dihydro-indole-1-sulfonyl]-benzonitrile). The yield is 47.2%. As a reaction SMILES: Cl[C:2]1[N:3]=[N:4][C:5]([C:8]([F:11])([F:10])[F:9])=[CH:6][CH:7]=1.CC1(C)C(C)(C)OB([C:20]2[CH:21]=[C:22]3[C:26](=[CH:27][CH:28]=2)[N:25]([S:29]([C:32]2[CH:39]=[CH:38][C:35]([C:36]#[N:37])=[CH:34][CH:33]=2)(=[O:31])=[O:30])[CH2:24][CH2:23]3)O1.C(=O)([O-])[O-].[Cs+].[Cs+].[B-](F)(F)(F)F.CC([PH+](C(C)(C)C)C(C)(C)C)(C)C>O1CCCC1.C(OCC)(=O)C>[F:9][C:8]([F:11])([F:10])[C:5]1[N:4]=[N:3][C:2]([C:20]2[CH:21]=[C:22]3[C:26](=[CH:27][CH:28]=2)[N:25]([S:29]([C:32]2[CH:39]=[CH:38][C:35]([C:36]#[N:37])=[CH:34][CH:33]=2)(=[O:31])=[O:30])[CH2:24][CH2:23]3)=[CH:7][CH:6]=1 |f:2.3.4,5.6|. Procedure details: 394 mg 2-lodo-5-methoxypyridine, 144 mg 3-Chloro-6-trifluormethyl-pyridazine, 323 mg 4-[5-(4,4,5,5-Tetramethyl-[1,3,2]dioxaborolan-2-yl)-2,3-dihydro-indole-1-sulfonyl]-benzonitrile, 2.56 g cesium carbonate and 23 mg fluoroboric acid tri-tert-butylphosphine adduct were dissolved in 65 ml tetrahydrofuran. The reaction mixture was degassed with argon and then 88 mg Tris(dibenzylideneacetone)palladium(0) chloroform adduct were added and the mixture heated to 80° C. for two hours. The cooled reaction... The reactants are FC(C=1C=C(C=C(C1)C(F)(F)F)C1(CC(=NO1)C=1N2C=CC=C2C(=CC1)C(=O)O)C(F)(F)F)(F)F (5-[5-(3,5-Bistrifluoromethylphenyl)-5-trifluoromethyl-4,5-dihydroisoxazol-3-yl]-indolizine-8-carboxylic acid), Cl.C(C)N=C=NCCCN(C)C (1-ethyl-(3-dimethylaminopropyl)carbodiimide hydrochloride), O.ON1N=NC2=C1C=CC=C2 (1-hydroxybenzotriazole monohydrate), CN1CCOCC1 (N-methylmorpholine), NCC(=O)NCC(F)(F)F (2-amino-N-(2,2,2-trifluoroethyl)acetamide). The solvent is O (water), CC(OCC)=O (EA), CN(C)C=O.C(Cl)Cl (DMF DCM). Run at time 8 hour. The product is FC(CNC(=O)CNC(=O)C1=CC=C(N2C=CC=C12)C1=NOC(C1)(C(F)(F)F)C1=CC(=CC(=C1)C(F)(F)F)C(F)(F)F)(F)F (5-[5-(3,5-Bistrifluoromethylphenyl)-5-trifluoromethyl-4,5-dihydroisoxazol-3-yl]-indolizine-8-carboxylic acid [(2,2,2-trifluoroethylcarbamoyl)methyl]-amide). Isolated yield 17.5%. RXN SMILES: [F:1][C:2]([F:35])([F:34])[C:3]1[CH:4]=[C:5]([C:13]2([C:30]([F:33])([F:32])[F:31])[O:17][N:16]=[C:15]([C:18]3[N:19]4[C:23]([C:24]([C:27]([OH:29])=O)=[CH:25][CH:26]=3)=[CH:22][CH:21]=[CH:20]4)[CH2:14]2)[CH:6]=[C:7]([C:9]([F:12])([F:11])[F:10])[CH:8]=1.Cl.C(N=C=NCCCN(C)C)C.O.ON1C2C=CC=CC=2N=N1.CN1CCOCC1.[NH2:66][CH2:67][C:68]([NH:70][CH2:71][C:72]([F:75])([F:74])[F:73])=[O:69]>CN(C=O)C.C(Cl)Cl.O.CC(=O)OCC>[F:73][C:72]([F:75])([F:74])[CH2:71][NH:70][C:68]([CH2:67][NH:66][C:27]([C:24]1[C:23]2[N:19]([CH:20]=[CH:21][CH:22]=2)[C:18]([C:15]2[CH2:14][C:13]([C:5]3[CH:6]=[C:7]([C:9]([F:10])([F:11])[F:12])[CH:8]=[C:3]([C:2]([F:35])([F:34])[F:1])[CH:4]=3)([C:30]([F:33])([F:32])[F:31])[O:17][N:16]=2)=[CH:26][CH:25]=1)=[O:29])=[O:69] |f:1.2,3.4,7.8|. Procedure: 5-[5-(3,5-Bistrifluoromethylphenyl)-5-trifluoromethyl-4,5-dihydroisoxazol-3-yl]-indolizine-8-carboxylic acid (50 mg), 1-ethyl-(3-dimethylaminopropyl)carbodiimide hydrochloride (EDAC.HCl, 22.5 mg), 1-hydroxybenzotriazole monohydrate (HOBt.H2O, 20 mg) and N-methylmorpholine (22 μL) were stirred in a mixture of DMF-DCM (½, 1 mL) for 20 minutes at room temperature prior to adding 2-amino-N-(2,2,2-trifluoroethyl)acetamide (50 mg, Ukrorgsynthesis Ltd. Kiev, UKRAINE). The reaction mixture was stirred o... Yield: 91.0%. RXN SMILES: [Cl:1][C:2]1[C:10]2[CH:9]=[CH:8][CH:7]=[CH:6][C:5]=2[N:4]2[CH2:11][CH2:12][N:13]([C:16]3[CH:24]=[C:23]4[C:19]([CH:20]=[CH:21][N:22]4[CH2:25][C:26]([O:28]C(C)(C)C)=[O:27])=[CH:18][CH:17]=3)[C:14](=[O:15])[C:3]=12.C(O)(C(F)(F)F)=O>C(Cl)Cl>[Cl:1][C:2]1[C:10]2[CH:9]=[CH:8][CH:7]=[CH:6][C:5]=2[N:4]2[CH2:11][CH2:12][N:13]([C:16]3[CH:24]=[C:23]4[C:19]([CH:20]=[CH:21][N:22]4[CH2:25][C:26]([OH:28])=[O:27])=[CH:18][CH:17]=3)[C:14](=[O:15])[C:3]=12. The reactants are ClC1=C2N(C=3C=CC=CC13)CCN(C2=O)C2=CC=C1C=CN(C1=C2)CC(=O)OC(C)(C)C (tert-Butyl 2-(6-(10-chloro-1-oxo-3,4-dihydropyrazino[1,2-a]indol-2(1H)-yl)-1H-indol-1-yl)acetate), C(=O)(C(F)(F)F)O (TFA). Procedure details: tert-Butyl 2-(6-(10-chloro-1-oxo-3,4-dihydropyrazino[1,2-a]indol-2(1H)-yl)-1H-indol-1-yl)acetate (2.22 mmol, 1.0 equiv.) was dissolved in DCM (15 ml); TFA (3 ml) was added, and the mixture was stirred for 2 h at 25° C. The solvent was concentrated under reduced pressure, and the residue was taken up in DCM (60 ml), washed with water (25 ml) and sat. NaCl solution (25 ml), dried over Na2SO4 and concentrated to dryness under reduced pressure. Yield: 91% Yields the product ClC1=C2N(C=3C=CC=CC13)CCN(C2=O)C2=CC=C1C=CN(C1=C2)CC(=O)O (2-(6-(10-Chloro-1-oxo-3,4-dihydropyrazino[1,2-a]indol-2(1H)-yl)-1H-indol-1-yl)acetic acid). Conditions: temperature 25 celsius, time 2 hour. The solvent is C(Cl)Cl (DCM). Reactants: CCN1CCOCC1, CCN=C=NCCCN(C)C, CN1C(=O)N(c2nccn2C)CC1C(=O)O, NCc1cccc(C(F)(F)F)c1Cl, ClCCl, Cl, O, On1nnc2ccccc21. Product: CN1C(=O)N(c2nccn2C)CC1C(=O)NCc1cccc(C(F)(F)F)c1Cl. As a reaction SMILES: [CH2:17]([N:18]1[CH2:19][CH2:20][O:21][CH2:22][CH2:23]1)[CH3:24].[CH2:37]([N:38]=[C:39]=[N:40][CH2:41][CH2:42][CH2:43][N:44]([CH3:45])[CH3:46])[CH3:47].[CH3:1][N:2]1[C:3](=[O:16])[N:4]([c:10]2[n:11]([CH3:15])[cH:12][cH:13][n:14]2)[CH2:5][CH:6]1[C:7](=[O:8])[OH:9].[Cl:48][c:49]1[c:50]([CH2:59][NH2:60])[cH:51][cH:52][cH:53][c:54]1[C:55]([F:56])([F:57])[F:58].[Cl:61][CH2:62][Cl:63].[ClH:36].[OH2:25].[OH:26][n:27]1[c:28]2[cH:29][cH:30][cH:31][cH:32][c:33]2[n:34][n:35]1>>[CH3:1][N:2]1[C:3](=[O:16])[N:4]([c:10]2[n:11]([CH3:15])[cH:12][cH:13][n:14]2)[CH2:5][CH:6]1[C:7](=[O:9])[NH:60][CH2:59][c:50]1[c:49]([Cl:48])[c:54]([C:55]([F:56])([F:57])[F:58])[cH:53][cH:52][cH:51]1.